This data is from the Open Reaction Database (ORD), a public repository of structured organic reaction records. The task is: describe an organic reaction: reactants, conditions, products, and yield The reactants are CC(C)(C)OC(=O)N1CC(=O)Nc2ccccc2C1, CCCCCC, [Cl-], [H-], CI, [NH4+], [Na+], CN(C)C=O. The product is CN1C(=O)CN(C(=O)OC(C)(C)C)Cc2ccccc21. Reaction SMILES: [C:3]([CH3:4])([CH3:5])([CH3:6])[O:7][C:8](=[O:9])[N:10]1[CH2:11][C:12](=[O:21])[NH:13][c:14]2[c:15]([cH:17][cH:18][cH:19][cH:20]2)[CH2:16]1.[CH3:26][CH2:27][CH2:28][CH2:29][CH2:30][CH3:31].[Cl-:24].[H-:1].[I:22][CH3:23].[NH4+:25].[Na+:2].[O:32]=[CH:33][N:34]([CH3:35])[CH3:36]>>[C:3]([CH3:4])([CH3:5])([CH3:6])[O:7][C:8](=[O:9])[N:10]1[CH2:11][C:12](=[O:21])[N:13]([CH3:23])[c:14]2[c:15]([cH:17][cH:18][cH:19][cH:20]2)[CH2:16]1.